From a dataset of the Open Reaction Database (ORD), a public repository of structured organic reaction records. describe an organic reaction: reactants, conditions, products, and yield Reactants: FC(C1=CC=C(C=C1)I)(F)F (4-(Trifluoromethyl)iodobenzene), N1C[C@@H](CC1)NC(OC(C)(C)C)=O (tert-butyl (3R)-pyrrolidin-3-ylcarbamate), P(=O)([O-])([O-])[O-].[K+].[K+].[K+] (potassium phosphate), C(CO)O (ethylene glycol). The reagents and catalysts are [Cu]I (copper(I) iodide). Solvent: CC(C)O (2-propanol). Run at temperature 80 celsius, time 8 hour. Yields the product FC(C1=CC=C(C=C1)N1C[C@@H](CC1)NC(OC(C)(C)C)=O)(F)F (tert-butyl {(3R)-1-[4-(trifluoromethyl)phenyl]pyrrolidin-3-yl}carbamate). Yield: 21.0%. RXN SMILES: [F:1][C:2]([F:11])([F:10])[C:3]1[CH:8]=[CH:7][C:6](I)=[CH:5][CH:4]=1.[NH:12]1[CH2:16][CH2:15][C@@H:14]([NH:17][C:18](=[O:24])[O:19][C:20]([CH3:23])([CH3:22])[CH3:21])[CH2:13]1.P([O-])([O-])([O-])=O.[K+].[K+].[K+].C(O)CO>[Cu]I.CC(O)C>[F:1][C:2]([F:11])([F:10])[C:3]1[CH:8]=[CH:7][C:6]([N:12]2[CH2:16][CH2:15][C@@H:14]([NH:17][C:18](=[O:24])[O:19][C:20]([CH3:22])([CH3:21])[CH3:23])[CH2:13]2)=[CH:5][CH:4]=1 |f:2.3.4.5|. Procedure: 4-(Trifluoromethyl)iodobenzene (145 μl, 1.0 mmol), tert-butyl (3R)-pyrrolidin-3-ylcarbamate (0.22 g, 1.2 mmol), potassium phosphate (0.43 g, 2.0 mmol), ethylene glycol (0.11 mL, 2.0 mmol), copper(I) iodide (19 mg, 0.10 mmol) and 2-propanol (1 mL) were charged in a threaded test tube, and the mixture was stirred overnight at 80° C. The solvent was evaporated, and the residue was worked-up according to a conventional method. The obtained crude product was purified by silica gel column chromatograp... Reactants: compound 2.1, BrC=1C(=NC(=NC1)Cl)NC1CC1 ((5-bromo-2-chloropyrimidin-4-yl)-cyclopropylamine), CSC=1C=C(C=CC1)N (3-methylsulphanyl-phenylamine), solution, Cl (hydrogen chloride), O (water). The solvent is C(C)#N (acetonitrile), O1CCOCC1 (dioxane). The product is BrC=1C(=NC(=NC1)NC1=CC(=CC=C1)SC)NC1CC1 (5-Bromo-N4-cyclopropyl-N2-(3-methylsulphanylphenyl)pyrimidine-2,4-diamine). As a reaction SMILES: [Br:1][C:2]1[C:3]([NH:9][CH:10]2[CH2:12][CH2:11]2)=[N:4][C:5](Cl)=[N:6][CH:7]=1.[CH3:13][S:14][C:15]1[CH:16]=[C:17]([NH2:21])[CH:18]=[CH:19][CH:20]=1.Cl.O>C(#N)C.O1CCOCC1>[Br:1][C:2]1[C:3]([NH:9][CH:10]2[CH2:12][CH2:11]2)=[N:4][C:5]([NH:21][C:17]2[CH:18]=[CH:19][CH:20]=[C:15]([S:14][CH3:13])[CH:16]=2)=[N:6][CH:7]=1. Procedure details: In analogy to compound 2.1, 0.58 g (2.33 mmol) of (5-bromo-2-chloropyrimidin-4-yl)-cyclopropylamine is reacted with 0.296 g (2.12 mmol) of 3-methylsulphanyl-phenylamine in 7.0 ml of acetonitrile in the presence of 0.53 mol of a 4 molar solution of hydrogen chloride in dioxane, and 0.67 ml of water. 0.6 g (73% of theory) of the product is obtained. The reactants are C, N#Cc1ccc(NCC(=O)NC2CCCCC2)c([N+](=O)[O-])c1, C1CCOC1, [Pd]. The product is N#Cc1ccc(NCC(=O)NC2CCCCC2)c(N)c1. As a reaction SMILES: [C:28].[CH:1]1([NH:7][C:8](=[O:9])[CH2:10][NH:11][c:12]2[c:13]([N+:20]([O-:21])=[O:22])[cH:14][c:15]([C:16]#[N:17])[cH:18][cH:19]2)[CH2:2][CH2:3][CH2:4][CH2:5][CH2:6]1.[O:23]1[CH2:24][CH2:25][CH2:26][CH2:27]1.[Pd:29]>>[CH:1]1([NH:7][C:8](=[O:9])[CH2:10][NH:11][c:12]2[c:13]([NH2:20])[cH:14][c:15]([C:16]#[N:17])[cH:18][cH:19]2)[CH2:2][CH2:3][CH2:4][CH2:5][CH2:6]1. Reactants: C(=O)(OC(C)(C)C)N1CC(CCC1)=O (N-Boc-3-piperidinone), O=C[C@H](O)[C@@H](O)[C@H](O)[C@H](O)CO (D-glucose), C1=CC(=C[N+](=C1)[C@H]2[C@@H]([C@@H]([C@H](O2)COP(=O)(O)OP(=O)(O)OC[C@@H]3[C@H]([C@H]([C@@H](O3)N4C=NC5=C4N=CN=C5N)O)O)O)O)C(=O)N (NAD+), N[C@@H](C)C(=O)O (L-alanine), CC1=C(C(=C(C=N1)COP(=O)(O)O)C=O)O (pyridoxal phosphate), [OH-].[Na+] (sodium hydroxide), aqueous solution, resultant product. Yields the product C(=O)(OC(C)(C)C)N1C(CCCC1)N (N-Boc-aminopiperidine). Reaction SMILES: [C:1]([N:8]1[CH2:13][CH2:12][CH2:11][C:10](=O)[CH2:9]1)([O:3][C:4]([CH3:7])([CH3:6])[CH3:5])=[O:2].O=C[C@@H]([C@H]([C@@H]([C@@H](CO)O)O)O)O.C1C=[N+:31]([C@@H]2O[C@H](COP(OP(OC[C@H]3O[C@@H](N4C5N=CN=C(N)C=5N=C4)[C@H](O)[C@@H]3O)(O)=O)(O)=O)[C@@H](O)[C@H]2O)C=C(C(N)=O)C=1.N[C@H](C(O)=O)C.CC1N=CC(COP(O)(O)=O)=C(C=O)C=1O.[OH-].[Na+]>>[C:1]([N:8]1[CH2:13][CH2:12][CH2:11][CH2:10][CH:9]1[NH2:31])([O:3][C:4]([CH3:7])([CH3:6])[CH3:5])=[O:2] |f:5.6|. Procedure: To a flask containing 0.6 g of a substrate N-Boc-3-piperidinone, 0.82 g of D-glucose, 4 mg of NAD+, 1.62 g of L-alanine, and 4.0 mg of pyridoxal phosphate, a culture fluid of the recombinant E. coli HB101 (pNTPSPAG), obtained in Example 10, which expresses TPS, PALDH, and GDH was added so that total volume was 30 ml. The resultant product was stirred at 30° C. for 20 hours while being adjusted to a pH of 6.8 by drippage of 5 N aqueous solution of sodium hydroxide. The amount of N-Boc-aminopiperi... Reactants: CC(=O)O[BH-](OC(C)=O)OC(C)=O, C1CCOC1, Cn1c(C=O)nc2c(N3CCOCC3)nc(Cl)nc21, [Na+], C1CC(C2COC2)CCN1. Yields the product Cn1c(CN2CCC(C3COC3)CC2)nc2c(N3CCOCC3)nc(Cl)nc21. RXN SMILES: [C:30]([O:31][BH-:32]([O:33][C:34](=[O:35])[CH3:36])[O:37][C:38](=[O:39])[CH3:40])(=[O:41])[CH3:42].[CH2:44]1[O:45][CH2:46][CH2:47][CH2:48]1.[Cl:1][c:2]1[n:3][c:4]([N:14]2[CH2:15][CH2:16][O:17][CH2:18][CH2:19]2)[c:5]2[n:6][c:7]([CH:12]=[O:13])[n:8]([CH3:11])[c:9]2[n:10]1.[Na+:43].[O:20]1[CH2:21][CH:22]([CH:24]2[CH2:25][CH2:26][NH:27][CH2:28][CH2:29]2)[CH2:23]1>>[Cl:1][c:2]1[n:3][c:4]([N:14]2[CH2:15][CH2:16][O:17][CH2:18][CH2:19]2)[c:5]2[n:6][c:7]([CH2:12][N:27]3[CH2:26][CH2:25][CH:24]([CH:22]4[CH2:21][O:20][CH2:23]4)[CH2:29][CH2:28]3)[n:8]([CH3:11])[c:9]2[n:10]1. Reported procedure: 5-Chloro-3-nitro-2-aminopyridine is reacted with heptafluorobutyric anhydride to obtain 5-chloro-3-nitro-2-(heptafluorobutyramido)pyridine which when hydrogenated yields 6-chloro-1-hydroxy-2-(heptafluoro-n-propyl)-1H-imidazo(4,5-b)pyridine. Starting materials: ClC=1C=C(C(=NC1)N)[N+](=O)[O-] (5-Chloro-3-nitro-2-aminopyridine), FC(C(C(C(=O)OC(C(C(C(F)(F)F)(F)F)(F)F)=O)(F)F)(F)F)(F)F (heptafluorobutyric anhydride). The product is ClC=1C=C(C(=NC1)NC(C(C(C(F)(F)F)(F)F)(F)F)=O)[N+](=O)[O-] (5-chloro-3-nitro-2-(heptafluorobutyramido)pyridine). RXN SMILES: [Cl:1][C:2]1[CH:3]=[C:4]([N+:9]([O-:11])=[O:10])[C:5]([NH2:8])=[N:6][CH:7]=1.FC(F)(F)C(F)(F)C(F)(F)C([O:18][C:19](=O)[C:20]([F:29])([F:28])[C:21]([F:27])([F:26])[C:22]([F:25])([F:24])[F:23])=O>>[Cl:1][C:2]1[CH:3]=[C:4]([N+:9]([O-:11])=[O:10])[C:5]([NH:8][C:19](=[O:18])[C:20]([F:28])([F:29])[C:21]([F:26])([F:27])[C:22]([F:25])([F:24])[F:23])=[N:6][CH:7]=1. The reactants are [Sb] (antimony), 200, [Sb] (antimony), [H-].[Li+] (lithium hydride), C[Si](Cl)(C)C (trimethylchlorosilane). Run in O1CCCC1 (tetrahydrofuran). Conditions: temperature -20 celsius. Product: C[Si](C)(C)[Sb]([Si](C)(C)C)[Si](C)(C)C (Tris(trimethylsilyl)antimony). Reaction SMILES: [Sb:1].[H-].[Li+].[CH3:4][Si:5]([CH3:8])([CH3:7])Cl>O1CCCC1>[CH3:4][Si:5]([Sb:1]([Si:5]([CH3:8])([CH3:7])[CH3:4])[Si:5]([CH3:8])([CH3:7])[CH3:4])([CH3:8])[CH3:7] |f:1.2|. Procedure: 1.22 g (0.01 mol) of 200 mesh antimony powder, 0.72 g (0.03 mol) of lithium hydride, and 40 ml of tetrahydrofuran (THF) were placed in a 100 ml flask. With stirring, the mixture was refluxed for 4 hours. All of the black powder constituting antimony disappeared, and a muddy colored precipitate was formed. Then, the mixture was cooled down to −20° C.; 3.3 g (0.03 mol) of trimethylchlorosilane was added. The mixture was allowed to warm up to room temperature. After stirring for 4 hours, the mixtur... The reactants are N1=C2N(CCC1(P(O)(=O)O)P(O)(=O)O)C=CC=C2 (3,4-Dihydro-2H-pyrido-(1,2-a)-pyrimidine-2,2-diphosphonic acid), [H][H] (hydrogen). Reagents/catalysts: O=[Pt]=O (PtO2). Solvent: O (water). Yields the product N1=C2N(CCC1(P(O)(=O)O)P(O)(=O)O)CCCC2 (3,4,6,7,8,9-Hexahydro-2H-pyrido-(1,2-a)-pyrimidine-2,2-diphosphonic acid). As a reaction SMILES: [N:1]1[C:6]([P:11]([OH:14])(=[O:13])[OH:12])([P:7]([OH:10])(=[O:9])[OH:8])[CH2:5][CH2:4][N:3]2[CH:15]=[CH:16][CH:17]=[CH:18][C:2]=12.[H][H]>O.O=[Pt]=O>[N:1]1[C:6]([P:7]([OH:10])(=[O:8])[OH:9])([P:11]([OH:14])(=[O:12])[OH:13])[CH2:5][CH2:4][N:3]2[CH2:15][CH2:16][CH2:17][CH2:18][C:2]=12. Reported procedure: 3 g of the diphosphonic acid obtained in Example 1 were dissolved in 250 ml water and, after addition of 1.5 g PtO2, hydrogenated at atmospheric pressure up to the take-up of the calculated amount of hydrogen. After separation off of the catalyst and evaporation in a vacuum, the residue was brought to crystallisation from water/acetone. Mrel. 0.33, yield 2.61 g (85% of theory), m.p. 279°-285° C. (decomp.).